This data is from the Open Reaction Database (ORD), a public repository of structured organic reaction records. The task is: describe an organic reaction: reactants, conditions, products, and yield Reactants: FC(C=1C=C(C=NC1)N1N=NC=C1)(F)F (5-(trifluoromethyl)-3-(1H-1,2,3-triazol-1-yl)pyridine), ClC1=NC(=CC(=C1)N1N=NC=C1)C(F)(F)F (2-chloro-6-(trifluoromethyl)-4-(1H-1,2,3-triazol-1-yl)pyridine), ClC1=NC(=C(C(=C1Cl)N1N=NC=C1)Cl)Cl (2,3,5,6-tetrachloro-4-(1H-1,2,3-triazol-1-yl)pyridine), N1(N=NC=C1)C=1C=NC=CC1 (3-(1H-1,2,3-triazol-1-yl)pyridine), ClC1=NC(=CC(=C1)N1N=NC=C1)Cl (2,6-dichloro-4-(1H-1,2,3-triazol-1-yl)pyridine). Yields the product FC(C=1C=CC(=NC1)N1N=NC=C1)(F)F (5-(trifluoromethyl)-2-(1H-1,2,3-triazol-1-yl)pyridine). As a reaction SMILES: [F:1][C:2]([F:15])([F:14])[C:3]1[CH:4]=[C:5](N2C=CN=N2)[CH:6]=[N:7][CH:8]=1.[N:16]1(C2C=NC=CC=2)[CH:20]=[CH:19][N:18]=[N:17]1.ClC1C=C(N2C=CN=N2)C=C(Cl)N=1.ClC1C=C(N2C=CN=N2)C=C(C(F)(F)F)N=1.ClC1C(Cl)=C(N2C=CN=N2)C(Cl)=C(Cl)N=1>>[F:15][C:2]([F:1])([F:14])[C:3]1[CH:4]=[CH:5][C:6]([N:16]2[CH:20]=[CH:19][N:18]=[N:17]2)=[N:7][CH:8]=1. Procedure details: The following were prepared analogously and identified by NMR spectroscopy and elemental (CHN) analysis: 5-(trifluoromethyl)-3-(1H-1,2,3-triazol-1-yl)pyridine, m.p. 129.5°-131° C.; 3-(1H-1,2,3-triazol-1-yl)pyridine, m.p. 80.5°-83° C.; 2,6-dichloro-4-(1H-1,2,3-triazol-1-yl)pyridine, m.p. 80°-83° C.; 2-chloro-6-(trifluoromethyl)-4-(1H-1,2,3-triazol-1-yl)pyridine, and 2,3,5,6-tetrachloro-4-(1H-1,2,3-triazol-1-yl)pyridine, m.p. 161°-162.5° C. The reactants are CCO, Cl, CCOC(=O)c1ccc(-c2cnc(-c3ccc(C(F)(F)F)cc3)s2)cc1, [Na+], C1CCOC1, [OH-]. The product is O=C(O)c1ccc(-c2cnc(-c3ccc(C(F)(F)F)cc3)s2)cc1. RXN SMILES: [CH3:35][CH2:36][OH:37].[ClH:34].[F:1][C:2]([c:3]1[cH:4][cH:5][c:6](-[c:9]2[s:10][c:11](-[c:14]3[cH:15][cH:16][c:17]([C:18](=[O:19])[O:20][CH2:21][CH3:22])[cH:23][cH:24]3)[cH:12][n:13]2)[cH:7][cH:8]1)([F:25])[F:26].[Na+:28].[O:29]1[CH2:30][CH2:31][CH2:32][CH2:33]1.[OH-:27]>>[F:1][C:2]([c:3]1[cH:4][cH:5][c:6](-[c:9]2[s:10][c:11](-[c:14]3[cH:15][cH:16][c:17]([C:18](=[O:19])[OH:20])[cH:23][cH:24]3)[cH:12][n:13]2)[cH:7][cH:8]1)([F:25])[F:26].